This data is from the Open Reaction Database (ORD), a public repository of structured organic reaction records. The task is: describe an organic reaction: reactants, conditions, products, and yield Starting materials: [N+](=O)([O-])C1=CC=C(C=C1)OC(\C=C\C=C(C1=CC=C(C=C1)OC)C1=CC=C(C=C1)OC)=O ((E)-5,5-bis(4-methoxyphenyl)-2,4-pentadienoic acid 4-nitrophenyl ester), N1=CC=C(C=C1)CCCN (4-pyridinepropanamine). Run in O1CCCC1 (tetrahydrofuran). Product: COC1=CC=C(C=C1)C(=C/C=C/C(=O)NCCCC1=CC=NC=C1)C1=CC=C(C=C1)OC ((E)-5,5-bis(4-methoxyphenyl)-N-[3-(4-pyridinyl)propyl]-2,4-pentadienamide). Isolated yield 92.7%. Reaction SMILES: [N+](C1C=CC(O[C:11](=[O:32])/[CH:12]=[CH:13]/[CH:14]=[C:15]([C:24]2[CH:29]=[CH:28][C:27]([O:30][CH3:31])=[CH:26][CH:25]=2)[C:16]2[CH:21]=[CH:20][C:19]([O:22][CH3:23])=[CH:18][CH:17]=2)=CC=1)([O-])=O.[N:33]1[CH:38]=[CH:37][C:36]([CH2:39][CH2:40][CH2:41][NH2:42])=[CH:35][CH:34]=1>O1CCCC1>[CH3:31][O:30][C:27]1[CH:28]=[CH:29][C:24]([C:15]([C:16]2[CH:17]=[CH:18][C:19]([O:22][CH3:23])=[CH:20][CH:21]=2)=[CH:14]/[CH:13]=[CH:12]/[C:11]([NH:42][CH2:41][CH2:40][CH2:39][C:36]2[CH:37]=[CH:38][N:33]=[CH:34][CH:35]=2)=[O:32])=[CH:25][CH:26]=1. Procedure: As in Example 134, a solution of (E)-5,5-bis(4-methoxyphenyl)-2,4-pentadienoic acid 4-nitrophenyl ester (0.647 g) and 4-pyridinepropanamine (0.204 g) in tetrahydrofuran (5 mL) was stirred for 3 hours at room temperature. After the usual work up, the crude product was purified by HPLC (ethyl acetate) and then was crystallized from ethyl acetate to provide 0.595 g of (E)-5,5-bis(4-methoxyphenyl)-N-[3-(4-pyridinyl)propyl]-2,4-pentadienamide, mp 90°-92° C.